From a dataset of the Open Reaction Database (ORD), a public repository of structured organic reaction records. describe an organic reaction: reactants, conditions, products, and yield The reactants are N(=C=O)C=1C(=CC2=C(NC(CO2)=O)C1)F (6-isocyanato-7-fluoro-2H-1,4-benzoxazin-3(4H)-one), C(C)OC(=O)N1NCCCC1 (1-ethoxycarbonylhexahydropyridazine). Reagents/catalysts: C(C)N(CC)CC (triethylamine). Solvent: O1CCOCC1 (dioxane). Run at time 2 hour. Product: FC1=CC2=C(NC(CO2)=O)C=C1N1C(N2N(CCCC2)C1=O)=O (2-[7-fluoro-2H-1,4-benzoxazin-3(4H)-on-6-yl]-hexahydro-1H-(1,2,4)-triazolo (1,2-a) pyridazine-1,3-dione). Yield: 74.7%. RXN SMILES: [N:1]([C:4]1[C:5]([F:15])=[CH:6][C:7]2[O:12][CH2:11][C:10](=[O:13])[NH:9][C:8]=2[CH:14]=1)=[C:2]=[O:3].C([O:18][C:19]([N:21]1[CH2:26][CH2:25][CH2:24][CH2:23][NH:22]1)=O)C>C(N(CC)CC)C.O1CCOCC1>[F:15][C:5]1[C:4]([N:1]2[C:19](=[O:18])[N:21]3[CH2:26][CH2:25][CH2:24][CH2:23][N:22]3[C:2]2=[O:3])=[CH:14][C:8]2[NH:9][C:10](=[O:13])[CH2:11][O:12][C:7]=2[CH:6]=1. Procedure details: A mixture composed of 6-isocyanato-7-fluoro-2H-1,4-benzoxazin-3(4H)-one (2.14 g), 1-ethoxycarbonylhexahydropyridazine (1.62 g) and dioxane (30 ml) is treated with a few drops of triethylamine, stirred at an ambient temperature for 2 hours, and left overnight. The reaction mixture is made free from dioxane by evaporation in vacuo, mixed with methanol (30 ml) containing a catalytic amount of sodium, and refluxed for 2 hours. After removal of methanol by evaporation in vacuo, the resultant solid is... The reactants are CC=1C=C(C=O)C=C(C1O)C (3,5-dimethyl-4-hydroxybenzaldehyde), COCCOCCl (2-methoxyethoxymethyl chloride). Product: CC=1C=C(C=O)C=C(C1OCOCCOC)C (3,5-dimethyl-4-methoxyethoxymethoxybenzaldehyde). Yield: 74.0%. RXN SMILES: [CH3:1][C:2]1[CH:3]=[C:4]([CH:7]=[C:8]([CH3:11])[C:9]=1[OH:10])[CH:5]=[O:6].[CH3:12][O:13][CH2:14][CH2:15][O:16][CH2:17]Cl>>[CH3:1][C:2]1[CH:3]=[C:4]([CH:7]=[C:8]([CH3:11])[C:9]=1[O:10][CH2:12][O:13][CH2:14][CH2:15][O:16][CH3:17])[CH:5]=[O:6]. Procedure details: The hydroxyl group of 3,5-dimethyl-4-hydroxybenzaldehyde (2.3 g) was protected by use of 2-methoxyethoxymethyl chloride (3.4 g) in accordance with (production process 1), to thereby produce 3,5-dimethyl-4-methoxyethoxymethoxybenzaldehyde (2.7 g, yield: 62%). The thus-produced 3,5-dimethyl-4-methoxyethoxymethoxybenzaldehyde (2.0 g) and 3,4-dimethoxybenzyl cyanide (1.5 g) were subjected to condensation in accordance with process A of (production process 2), to thereby yield an MEM form of the targ... Starting materials: Cc1nnc(Br)s1, CS(C)=O, [K+], [K+], CC(=O)NCC1CN(c2ccc(C3CCNCC3)c(F)c2)C(=O)O1, O, O=P([O-])([O-])O. Yields the product CC(=O)NCC1CN(c2ccc(C3CCN(c4nnc(C)s4)CC3)c(F)c2)C(=O)O1. As a reaction SMILES: [Br:25][c:26]1[s:27][c:28]([CH3:31])[n:29][n:30]1.[CH3:39][S:40](=[O:41])[CH3:42].[K+:37].[K+:38].[O:1]=[C:2]1[O:3][CH:4]([CH2:20][NH:21][C:22]([CH3:23])=[O:24])[CH2:5][N:6]1[c:7]1[cH:8][c:9]([F:19])[c:10]([CH:13]2[CH2:14][CH2:15][NH:16][CH2:17][CH2:18]2)[cH:11][cH:12]1.[OH2:43].[P:32]([O-:33])([O-:34])([OH:35])=[O:36]>>[O:1]=[C:2]1[O:3][CH:4]([CH2:20][NH:21][C:22]([CH3:23])=[O:24])[CH2:5][N:6]1[c:7]1[cH:8][c:9]([F:19])[c:10]([CH:13]2[CH2:14][CH2:15][N:16]([c:26]3[s:27][c:28]([CH3:31])[n:29][n:30]3)[CH2:17][CH2:18]2)[cH:11][cH:12]1. The reactants are COC=C1C(=O)NC(=O)c2ccc(Br)cc21, CCOC(C)=O, CN(C)C=O, O, Nc1ccc(-c2ccncc2)cc1. Yields the product O=C1NC(=O)c2ccc(Br)cc2C1=CNc1ccc(-c2ccncc2)cc1. Reaction SMILES: [Br:14][c:15]1[cH:16][c:17]2[c:22]([cH:23][cH:24]1)[C:21](=[O:25])[NH:20][C:19](=[O:26])[C:18]2=[CH:27][O:28][CH3:29].[CH3:30][CH2:31][O:32][C:33]([CH3:34])=[O:35].[CH3:37][N:38]([CH3:39])[CH:40]=[O:41].[OH2:36].[n:1]1[cH:2][cH:3][c:4](-[c:7]2[cH:8][cH:9][c:10]([NH2:13])[cH:11][cH:12]2)[cH:5][cH:6]1>>[n:1]1[cH:2][cH:3][c:4](-[c:7]2[cH:8][cH:9][c:10]([NH:13][CH:27]=[C:18]3[c:17]4[cH:16][c:15]([Br:14])[cH:24][cH:23][c:22]4[C:21](=[O:25])[NH:20][C:19]3=[O:26])[cH:11][cH:12]2)[cH:5][cH:6]1. Reactants: COC(=O)c1ccc(-c2nccs2)cc1NC(=O)c1ccccc1, CCOC(C)=O, CCO, Cl, [Na+], [OH-]. Yields the product O=C(Nc1cc(-c2nccs2)ccc1C(=O)O)c1ccccc1. Reaction SMILES: [C:6]([c:7]1[cH:8][cH:9][cH:10][cH:11][cH:12]1)(=[O:13])[NH:14][c:15]1[c:16]([C:17](=[O:18])[O:19][CH3:20])[cH:21][cH:22][c:23](-[c:25]2[s:26][cH:27][cH:28][n:29]2)[cH:24]1.[CH3:31][CH2:32][O:33][C:34](=[O:35])[CH3:36].[CH3:3][CH2:4][OH:5].[ClH:30].[Na+:2].[OH-:1]>>[C:6]([c:7]1[cH:8][cH:9][cH:10][cH:11][cH:12]1)(=[O:13])[NH:14][c:15]1[c:16]([C:17](=[O:18])[OH:19])[cH:21][cH:22][c:23](-[c:25]2[s:26][cH:27][cH:28][n:29]2)[cH:24]1. The reactants are C1(CCC1)N (cyclobutylamine), C(C=C)N1C(N(CCC1)C1=C(C=CC(=C1)Cl)C)=S (3-Allyl-1-(5-chloro-2-methyl-phenyl)-3,4,5,6-tetrahydro-pyrimidine-2(1H)-thione), crude material. The solvent is ClCCl (dichloromethane). Product: ClC=1C=CC(=C(C1)NCCCNC1CCC1)C (N′-(5-Chloro-2-methyl-phenyl)-N-cyclobutyl-propane-1,3-diamine). Yield: 58.5%. As a reaction SMILES: [CH:1]1([NH2:5])[CH2:4][CH2:3][CH2:2]1.C(N1[CH2:14][CH2:13][CH2:12][N:11]([C:15]2[CH:20]=[C:19]([Cl:21])[CH:18]=[CH:17][C:16]=2[CH3:22])C1=S)C=C>ClCCl>[Cl:21][C:19]1[CH:18]=[CH:17][C:16]([CH3:22])=[C:15]([NH:11][CH2:12][CH2:13][CH2:14][NH:5][CH:1]2[CH2:4][CH2:3][CH2:2]2)[CH:20]=1. Reported procedure: To neat cyclobutylamine (10.0 mL) was added the hydrobromide salt of Example 8, Step B in two equal portions (2×4.3 g) 15 minutes apart at ambient temperature. The mixture was heated at reflux under nitrogen for 30 minutes, then cooled and partitioned between dichloromethane and 1N sodium hydroxide The aqueous layer was extracted with dichloromethane, the combined extracts were dried over sodium sulfate and concentrated in vacuo to give a brown oil. The crude material was dissolved in dichlorome... Reaction SMILES: [CH3:1][C:2]1[CH:3]=[CH:4][C:5]([NH:21][C:22]([C:24]2[CH:25]=[CH:26][C:27]([CH2:30][N:31]3[CH2:36][CH2:35][N:34]([CH3:37])[CH2:33][CH2:32]3)=[CH:28][CH:29]=2)=[O:23])=[CH:6][C:7]=1[NH:8][C:9]1[N:10]=[CH:11][CH:12]=[C:13]([C:15]2[CH:16]=[CH:17][CH:18]=[N:19][CH:20]=2)[N:14]=1.CS(O)(=O)=O.C([O-])(O)=O.[Na+]>ClCCl>[CH3:1][C:2]1[CH:3]=[CH:4][C:5]([NH:21][C:22]([C:24]2[CH:29]=[CH:28][C:27]([CH2:30][N:31]3[CH2:32][CH2:33][N:34]([CH3:37])[CH2:35][CH2:36]3)=[CH:26][CH:25]=2)=[O:23])=[CH:6][C:7]=1[NH:8][C:9]1[N:10]=[CH:11][CH:12]=[C:13]([C:15]2[CH:16]=[CH:17][CH:18]=[N:19][CH:20]=2)[N:14]=1 |f:0.1,2.3|. Reactants: CC=1C=CC(=CC1NC=2N=CC=C(N2)C=3C=CC=NC3)NC(=O)C=4C=CC(=CC4)CN5CCN(CC5)C.CS(=O)(=O)O (imatinib mesylate), CC=1C=CC(=CC1NC=2N=CC=C(N2)C=3C=CC=NC3)NC(=O)C=4C=CC(=CC4)CN5CCN(CC5)C.CS(=O)(=O)O (imatinib mesylate), CC=1C=CC(=CC1NC=2N=CC=C(N2)C=3C=CC=NC3)NC(=O)C=4C=CC(=CC4)CN5CCN(CC5)C.CS(=O)(=O)O (imatinib mesylate), C(=O)(O)[O-].[Na+] (NaHCO3). Yields the product CC=1C=CC(=CC1NC=2N=CC=C(N2)C=3C=CC=NC3)NC(=O)C=4C=CC(=CC4)CN5CCN(CC5)C (imatinib). Reported procedure: The imatinib mesylate salt (1) (1.01 g, 1.71 mmol) prepared in Example 1 was added to 250 mL of dichloromethane to form a suspension of imatinib mesylate. 50 mL of 10% saturated aqueous NaHCO3 was added and mixed well with the suspension of imatinib mesylate in dichloromethane to produce the free base of imatinib in the organic layer (dichloromethane). The emulsion formed from the aqueous NaHCO3 and the dichloromethoane was removed by filtration, producing an organic layer of dichloromethane con... Solvent: ClCCl (dichloromethane), ClCCl (dichloromethane), ClCCl (dichloromethane).